This data is from the Open Reaction Database (ORD), a public repository of structured organic reaction records. The task is: describe an organic reaction: reactants, conditions, products, and yield The reactants are N(=NC(=O)OC(C)C)C(=O)OC(C)C (diisopropyl azodicarboxylate), BrC1=CC=C(C=C1)O (4-Bromophenol), COCCO (2-methoxyethanol), C1(=CC=CC=C1)P(C1=CC=CC=C1)C1=CC=CC=C1 (triphenylphosphine). Run in C1(=CC=CC=C1)C (toluene), C1(=CC=CC=C1)C (toluene). Run at time 1 hour. Yields the product BrC1=CC=C(C=C1)OCCOC (1-bromo-4-(2-methoxyethoxy)benzene). Yield: 83.1%. Reaction SMILES: [Br:1][C:2]1[CH:7]=[CH:6][C:5]([OH:8])=[CH:4][CH:3]=1.[CH3:9][O:10][CH2:11][CH2:12]O.C1(P(C2C=CC=CC=2)C2C=CC=CC=2)C=CC=CC=1.N(C(OC(C)C)=O)=NC(OC(C)C)=O>C1(C)C=CC=CC=1>[Br:1][C:2]1[CH:7]=[CH:6][C:5]([O:8][CH2:12][CH2:11][O:10][CH3:9])=[CH:4][CH:3]=1. Reported procedure: 4-Bromophenol (8.65 g; 0.05 mol), 2-methoxyethanol (1.1 eq.; 0.055 mol; 4.36 ml) and triphenylphosphine (1.1 eq.; 0.055 mol; 14.4 g) are dissolved in 210 ml of toluene. The reaction medium is brought to 54° C. and diisopropyl azodicarboxylate (1.0 eq.; 0.05 mol; 10.1 g) dissolved in 21 ml of toluene is added dropwise. The reaction medium is left at 54° C. for one hour and then overnight at room temperature, and is then evaporated to dryness. The crude product is purified by flash chromatography ...